This data is from the Open Reaction Database (ORD), a public repository of structured organic reaction records. The task is: describe an organic reaction: reactants, conditions, products, and yield Reactants: C(=O)C(C(=O)OCC)C=O (Ethyl 2-formyl-3-oxopropionate), N(N)C=1N=C(C=2N=CN([C@H]3[C@H](O)[C@H](O)[C@@H](CO)O3)C2N1)N (2-hydrazinoadenosine). Solvent: CC(C)O (2-Propanol). Conditions: time 3 hour. Product: O[C@H]1[C@@H](O[C@@H]([C@H]1O)CO)N1C2=NC(=NC(=C2N=C1)N)N1N=CC(=C1)C(=O)OCC (Ethyl 1-{9-[(4S,2R,3R,5R)-3,4-dihydroxy-5-(hydroxymethyl)oxolan-2-yl]-6-aminopurin-2-yl}pyrazole-4-carboxylate). As a reaction SMILES: [CH:1]([CH:3]([CH:9]=O)[C:4]([O:6][CH2:7][CH3:8])=[O:5])=O.[NH:11]([C:13]1[N:14]=[C:15]([NH2:31])[C:16]2[N:17]=[CH:18][N:19]([C:29]=2[N:30]=1)[C@@H:20]1[O:28][C@H:25]([CH2:26][OH:27])[C@@H:23]([OH:24])[C@H:21]1[OH:22])[NH2:12]>CC(O)C>[OH:22][C@@H:21]1[C@H:23]([OH:24])[C@@H:25]([CH2:26][OH:27])[O:28][C@H:20]1[N:19]1[CH:18]=[N:17][C:16]2[C:29]1=[N:30][C:13]([N:11]1[CH:1]=[C:3]([C:4]([O:6][CH2:7][CH3:8])=[O:5])[CH:9]=[N:12]1)=[N:14][C:15]=2[NH2:31]. Reported procedure: Ethyl 2-formyl-3-oxopropionate (23.93 g, 0.17 mol) was placed in a flask equipped with mechanical stirrer, gas inlet, gas outlet and reflux condenser. 2-Propanol was added to the flask followed by 2-hydrazinoadenosine (44.45 g, 0.15 mol). The mixture was heated to reflux under stirring for 2-4 hours, following the progress of the reaction by TLC analysis. When the reaction was judged complete, the heat source was removed and the mixture cooled to room temperature. The suspension was cooled under... Reactants: ClC=1C=C(C=CC1OC)NC1=NC(=CC(=N1)N1CCC(CC1)O)C1=CC=CC=C1 (1-[2-(3-chloro-4-methoxy-phenylamino)-6-phenyl-pyrimidin-4-yl]-piperidin-4-ol), C1(CCC(=O)O1)=O (succinic anhydride). The reagents and catalysts are CN(C)C1=CC=NC=C1 (4-(N,N-dimethyl)aminopyridine). The solvent is ClC(C)Cl (dichloroethane). Reaction conditions: temperature 30 celsius. Product: ClC=1C=C(C=CC1OC)NC1=NC(=CC(=N1)N1CCC(CC1)OC(CCC(=O)O)=O)C1=CC=CC=C1 (succinic acid mono-{1-[2-(3-chloro-4-methoxy-phenylamino)-6-phenyl-pyrimidin-4-yl]-piperidin-4-yl}ester). As a reaction SMILES: [Cl:1][C:2]1[CH:3]=[C:4]([NH:10][C:11]2[N:16]=[C:15]([N:17]3[CH2:22][CH2:21][CH:20]([OH:23])[CH2:19][CH2:18]3)[CH:14]=[C:13]([C:24]3[CH:29]=[CH:28][CH:27]=[CH:26][CH:25]=3)[N:12]=2)[CH:5]=[CH:6][C:7]=1[O:8][CH3:9].[C:30]1(=[O:36])[O:35][C:33](=[O:34])[CH2:32][CH2:31]1>CN(C1C=CN=CC=1)C.ClC(Cl)C>[Cl:1][C:2]1[CH:3]=[C:4]([NH:10][C:11]2[N:16]=[C:15]([N:17]3[CH2:18][CH2:19][CH:20]([O:23][C:30](=[O:36])[CH2:31][CH2:32][C:33]([OH:35])=[O:34])[CH2:21][CH2:22]3)[CH:14]=[C:13]([C:24]3[CH:25]=[CH:26][CH:27]=[CH:28][CH:29]=3)[N:12]=2)[CH:5]=[CH:6][C:7]=1[O:8][CH3:9]. Procedure: A mixture of compound 1-[2-(3-chloro-4-methoxy-phenylamino)-6-phenyl-pyrimidin-4-yl]-piperidin-4-ol (1.0 g, 2.4 mmol), 4-(N,N-dimethyl)aminopyridine (0.45 g, 3.66 mmol) and succinic anhydride (0.73 g, 7.33 mmol) in dichloroethane (20 mL) was stirred at refluxing temperature for 48 hours. The mixture was cooled to temperature in the range of 20-40° C. and solvent was removed under reduced pressure. The residue was treated with water (20 mL) and the solid precipitated was filtered and washed with ... The reactants are C(#N)CC=1C=C(C=CC1)NC(=O)C1=NC(=CC=C1)Br (6-Bromo-pyridine-2-carboxylic acid (3-cyanomethyl-phenyl)-amide), ClC1=CC=C(C=C1)B(O)O (4-chloro-phenylboronic acid). Product: C(#N)CC=1C=C(C=CC1)NC(=O)C1=NC(=CC=C1)C1=CC=C(C=C1)Cl (6-(4-Chloro-phenyl)-pyridine-2-carboxylic acid (3-cyanomethyl-phenyl)-amide). Reaction SMILES: [C:1]([CH2:3][C:4]1[CH:5]=[C:6]([NH:10][C:11]([C:13]2[CH:18]=[CH:17][CH:16]=[C:15](Br)[N:14]=2)=[O:12])[CH:7]=[CH:8][CH:9]=1)#[N:2].[Cl:20][C:21]1[CH:26]=[CH:25][C:24](B(O)O)=[CH:23][CH:22]=1>>[C:1]([CH2:3][C:4]1[CH:5]=[C:6]([NH:10][C:11]([C:13]2[CH:18]=[CH:17][CH:16]=[C:15]([C:24]3[CH:25]=[CH:26][C:21]([Cl:20])=[CH:22][CH:23]=3)[N:14]=2)=[O:12])[CH:7]=[CH:8][CH:9]=1)#[N:2]. Procedure: The pyridyl bromide (91) (150 mg, 0.47 mmol) was coupled to 4-chloro-phenylboronic acid (81 mg, 0.52 mmol) using Method E. The crude residue was purified by column chromatography eluting with 20% EtOAc in heptane to give the title compound. The reactants are C(C)OC1=CC=C(C=C1)[C@@H]1CC[C@H](CC1)C1C(CCC)O1 (4-ethoxy-1-[trans-4-(1,2-epoxypentyl)cyclohexyl]benzene), N1=CC=CC=C1 (pyridine), P(P(I)I)(I)I (diphosphorus tetraiodide), P(P(I)I)(I)I (diphosphorus tetraiodide), Cl (hydrochloric acid). Solvent: C(Cl)Cl (methylene chloride), C(Cl)Cl (methylene chloride). The product is C(C)OC1=CC=C(C=C1)[C@@H]1CC[C@H](CC1)\C=C\CCC (4-ethoxy-1-[trans-4-(trans-1-pentenyl)cyclohexyl]benzene). Yield: 62.0%. As a reaction SMILES: P(I)(I)P(I)I.[CH2:7]([O:9][C:10]1[CH:15]=[CH:14][C:13]([C@H:16]2[CH2:21][CH2:20][C@H:19]([CH:22]3O[CH:23]3[CH2:24][CH2:25][CH3:26])[CH2:18][CH2:17]2)=[CH:12][CH:11]=1)[CH3:8].N1C=CC=CC=1.Cl>C(Cl)Cl>[CH2:7]([O:9][C:10]1[CH:15]=[CH:14][C:13]([C@H:16]2[CH2:21][CH2:20][C@H:19](/[CH:22]=[CH:23]/[CH2:24][CH2:25][CH3:26])[CH2:18][CH2:17]2)=[CH:12][CH:11]=1)[CH3:8]. Reported procedure: A suspension of 404.4 mg of diphosphorus tetraiodide in 5 ml of methylene chloride was treated dropwise while gassing with argon at room temperature within 5 minutes with a solution of 205 mg of 4-ethoxy-1-[trans-4-(1,2-epoxypentyl)cyclohexyl]benzene and 0.703 ml of pyridine in 8 ml of methylene chloride. The suspension was heated to reflux while stirring, a further 404.4 mg of diphosphorus tetraiodide being added after 2 hours. After stirring under reflux for a total of 19 hours, the reaction w... Starting materials: C(C1=CC=CC=C1)OC(=O)N1C(CCCC1)CCOC1=C(C(NC2=CC(=C(C=C12)NC(=O)NC1=CC=NC=C1)Cl)=O)C1=CC(=CC(=C1)C)C (2-{2-[7-chloro-3-(3,5-dimethylphenyl)-2-oxo-6-(3-pyridin-4-yl-ureido)-1,2-dihydroquinolin-4-yloxy]-ethyl}-piperidine-1-carboxylic acid benzyl ester), solution, Br (hydrobromic acid). The solvent is C(C)(=O)O (acetic acid). Yields the product ClC1=C(C=C2C(=C(C(NC2=C1)=O)C1=CC(=CC(=C1)C)C)OCCC1NCCCC1)NC(=O)NC1=CC=NC=C1 (1-[7-chloro-3-(3,5-dimethylphenyl)-2-oxo-4-(2-piperidin-2-yl-ethoxy)-1,2-dihydro-quinolin-6-yl]-3-pyridin-4-yl-urea). Reaction SMILES: C(OC([N:11]1[CH2:16][CH2:15][CH2:14][CH2:13][CH:12]1[CH2:17][CH2:18][O:19][C:20]1[C:29]2[C:24](=[CH:25][C:26]([Cl:40])=[C:27]([NH:30][C:31]([NH:33][C:34]3[CH:39]=[CH:38][N:37]=[CH:36][CH:35]=3)=[O:32])[CH:28]=2)[NH:23][C:22](=[O:41])[C:21]=1[C:42]1[CH:47]=[C:46]([CH3:48])[CH:45]=[C:44]([CH3:49])[CH:43]=1)=O)C1C=CC=CC=1.Br>C(O)(=O)C>[Cl:40][C:26]1[CH:25]=[C:24]2[C:29]([C:20]([O:19][CH2:18][CH2:17][CH:12]3[CH2:13][CH2:14][CH2:15][CH2:16][NH:11]3)=[C:21]([C:42]3[CH:47]=[C:46]([CH3:48])[CH:45]=[C:44]([CH3:49])[CH:43]=3)[C:22](=[O:41])[NH:23]2)=[CH:28][C:27]=1[NH:30][C:31]([NH:33][C:34]1[CH:35]=[CH:36][N:37]=[CH:38][CH:39]=1)=[O:32]. Procedure: A solution of 2-{2-[7-chloro-3-(3,5-dimethylphenyl)-2-oxo-6-(3-pyridin-4-yl-ureido)-1,2-dihydroquinolin-4-yloxy]-ethyl}-piperidine-1-carboxylic acid benzyl ester in 3 mL of a 30% solution of hydrobromic acid in acetic acid was stirred at room temperature for 3 hours then concentrated in vacuo. The residue was treated with saturated sodium bicarbonate and then extracted with ethyl acetate. Purification of the concentrate by flash chromatography on silica gel (methylene chloride:methanol:ammonium ... Starting materials: C(C#CC)O (2-butyn-1-ol), [H-].[Na+] (sodium hydride), [Cl-].[NH4+] (ammonium chloride), ClC1=NC=NC(=C1)CC1=C(C=C(C=C1)F)F (4-chloro-6-(2,4-difluorobenzyl)pyrimidine). Run in O1CCCC1 (tetrahydrofuran), O1CCCC1 (tetrahydrofuran), O1CCCC1 (tetrahydrofuran). The product is C(C#CC)OC1=NC=NC(=C1)CC1=C(C=C(C=C1)F)F (4-(2-butynyloxy)-6-(2,4-difluorobenzyl)pyrimidine). The yield is 92.1%. Reaction SMILES: [H-].[Na+].[CH2:3]([OH:7])[C:4]#[C:5][CH3:6].Cl[C:9]1[CH:14]=[C:13]([CH2:15][C:16]2[CH:21]=[CH:20][C:19]([F:22])=[CH:18][C:17]=2[F:23])[N:12]=[CH:11][N:10]=1.[Cl-].[NH4+]>O1CCCC1>[CH2:3]([O:7][C:9]1[CH:14]=[C:13]([CH2:15][C:16]2[CH:21]=[CH:20][C:19]([F:22])=[CH:18][C:17]=2[F:23])[N:12]=[CH:11][N:10]=1)[C:4]#[C:5][CH3:6] |f:0.1,4.5|. Reported procedure: In 2 ml of tetrahydrofuran was suspended 0.05 g of sodium hydride (60% in oil), to which 0.6 ml of a tetrahydrofuran solution containing 0.08 g of 2-butyn-1-ol was slowly added dropwise with stirring at room temperature. The mixture was stirred at room temperature for 20 minutes, to which 0.6 ml of a tetrahydrofuran solution containing 0.2 g of 4-chloro-6-(2,4-difluorobenzyl)pyrimidine was slowly added dropwise at room temperature, followed by stirring for 4 hours. The reaction mixture was then ... The reactants are solution, C(C(=O)Cl)(=O)Cl (oxalyl chloride), C(C)(C)N(C(C)C)CC (N,N-diisopropylethylamine), NC1=NC2=CC=CC=C2C=C1 (2-aminoquinoline), C1(CCCC1)CC(C(=O)O)C1=CC=C(C=C1)S(=O)(=O)C (3-cyclopentyl-2-(4-methanesulfonyl-phenyl)-propionic acid). The reagents and catalysts are CN(C=O)C (N,N-dimethylformamide). Run in C(Cl)Cl (methylene chloride), O1CCCC1 (tetrahydrofuran), C(Cl)Cl (methylene chloride). Reaction conditions: temperature 0 celsius, time 10 minute. Product: C1(CCCC1)CC(C(=O)NC1=NC2=CC=CC=C2C=C1)C1=CC=C(C=C1)S(=O)(=O)C (3-Cyclopentyl-2-(4-methanesulfonyl-phenyl)-N-quinolin-2-yl-propionamide). As a reaction SMILES: [CH:1]1([CH2:6][CH:7]([C:11]2[CH:16]=[CH:15][C:14]([S:17]([CH3:20])(=[O:19])=[O:18])=[CH:13][CH:12]=2)[C:8]([OH:10])=O)[CH2:5][CH2:4][CH2:3][CH2:2]1.C(Cl)(=O)C(Cl)=O.C(N(CC)C(C)C)(C)C.[NH2:36][C:37]1[CH:46]=[CH:45][C:44]2[C:39](=[CH:40][CH:41]=[CH:42][CH:43]=2)[N:38]=1>C(Cl)Cl.CN(C)C=O.O1CCCC1>[CH:1]1([CH2:6][CH:7]([C:11]2[CH:16]=[CH:15][C:14]([S:17]([CH3:20])(=[O:19])=[O:18])=[CH:13][CH:12]=2)[C:8]([NH:36][C:37]2[CH:46]=[CH:45][C:44]3[C:39](=[CH:40][CH:41]=[CH:42][CH:43]=3)[N:38]=2)=[O:10])[CH2:2][CH2:3][CH2:4][CH2:5]1. Procedure details: A solution of 3-cyclopentyl-2-(4-methanesulfonyl-phenyl)-propionic acid (prepared as in Example 12, 200 mg, 0.68 mmol) in methylene chloride (8 mL) was treated with dry N,N-dimethylformamide (1 drop). The reaction mixture was cooled to 0° C. and then treated dropwise with a 2M solution of oxalyl chloride in methylene chloride (0.38 mL, 0.78 mmol). The reaction mixture was stirred at 0° C. for 10 min and then stirred at 25° C. for 30 min. The reaction mixture was then treated with N,N-diisopropyl... Solvent: C(C)O (ethanol). The reagents and catalysts are [Pd] (palladium on charcoal). The product is OC1=C(C=C(CNNC(C(C2=CC=C(C=C2)OC)O)=O)C=C1)OC (hydroxy-(4-methoxy-phenyl)-acetic acid N′-(4-hydroxy-3-methoxy-benzyl)-hydrazide). Reaction conditions: time 6 hour. RXN SMILES: [OH:1][C:2]1[CH:7]=[CH:6][C:5](/[CH:8]=[N:9]/[NH:10][C:11](=[O:22])[CH:12]([OH:21])[C:13]2[CH:18]=[CH:17][C:16]([O:19][CH3:20])=[CH:15][CH:14]=2)=[CH:4][C:3]=1[O:23][CH3:24].[H][H]>C(O)C.[Pd]>[OH:1][C:2]1[CH:7]=[CH:6][C:5]([CH2:8][NH:9][NH:10][C:11](=[O:22])[CH:12]([OH:21])[C:13]2[CH:18]=[CH:17][C:16]([O:19][CH3:20])=[CH:15][CH:14]=2)=[CH:4][C:3]=1[O:23][CH3:24]. The reactants are OC1=C(C=C(C=C1)\C=N\NC(C(C1=CC=C(C=C1)OC)O)=O)OC (hydroxy-(4-methoxy-phenyl)-acetic acid [1-(4-hydroxy-3-methoxy-phenyl)-meth-(E)-ylidene]-hydrazide), [H][H] (hydrogen). Reported procedure: A solution of hydroxy-(4-methoxy-phenyl)-acetic acid [1-(4-hydroxy-3-methoxy-phenyl)-meth-(E)-ylidene]-hydrazide (21 g, 63 mmol) in 500 ml of ethanol is hydrogenated under atmospheric pressure with hydrogen and a mixture of 5% of palladium on charcoal (10.5 g) as catalyst. The reaction is stirred for 6 hours at room temperature. Subsequently, the mixture is filtered under argon and the solvent is evaporated to yield hydroxy-(4-methoxy-phenyl)-acetic acid N′-(4-hydroxy-3-methoxy-benzyl)-hydrazide...